Dataset: the Open Reaction Database (ORD), a public repository of structured organic reaction records. Task: describe an organic reaction: reactants, conditions, products, and yield Reported procedure: In a manner similar to that described in Preparation CD, 2-formyl-piperidine-1-carboxylic acid tert-butyl ester (360 mg, 1.69 mmol) was treated with 2,6-diaminopyridine (184 mg, 1.69 mmol) and stirred at RT to give a light brown oil. MS m/z: 307.3(M+H). Calc'd. for C16H26N4O2-306.21. Reaction SMILES: [C:1]([O:5][C:6]([N:8]1[CH2:13][CH2:12][CH2:11][CH2:10][CH:9]1[CH:14]=O)=[O:7])([CH3:4])([CH3:3])[CH3:2].[NH2:16][C:17]1[CH:22]=[CH:21][CH:20]=[C:19]([NH2:23])[N:18]=1>>[C:1]([O:5][C:6]([N:8]1[CH2:13][CH2:12][CH2:11][CH2:10][CH:9]1[CH2:14][NH:16][C:17]1[CH:22]=[CH:21][CH:20]=[C:19]([NH2:23])[N:18]=1)=[O:7])([CH3:4])([CH3:3])[CH3:2]. Reactants: C(C)(C)(C)OC(=O)N1C(CCCC1)C=O (2-formyl-piperidine-1-carboxylic acid tert-butyl ester), NC1=NC(=CC=C1)N (2,6-diaminopyridine). Product: C(C)(C)(C)OC(=O)N1C(CCCC1)CNC1=NC(=CC=C1)N (2-[(6-Amino-pyridin-2-ylamino)-methyl]-piperidine-1-carboxylic acid tert-butyl ester). Reactants: CCOC1Cc2ccccc2C1Nc1nc(CC)c(-c2ccc(Cl)cc2Cl)nc1CC, CC(C)I. Product: CCc1nc(-c2ccc(Cl)cc2Cl)c(CC)nc1NC1c2ccccc2CC1OC(C)C. As a reaction SMILES: [Cl:1][c:2]1[c:3](-[c:9]2[n:10][c:11]([CH2:30][CH3:31])[c:12]([NH:17][CH:18]3[CH:19]([O:27][CH2:28][CH3:29])[CH2:20][c:21]4[cH:22][cH:23][cH:24][cH:25][c:26]43)[n:13][c:14]2[CH2:15][CH3:16])[cH:4][cH:5][c:6]([Cl:8])[cH:7]1.[I:32][CH:33]([CH3:34])[CH3:35]>>[Cl:1][c:2]1[c:3](-[c:9]2[n:10][c:11]([CH2:30][CH3:31])[c:12]([NH:17][CH:18]3[CH:19]([O:27][CH:28]([CH3:29])[CH3:33])[CH2:20][c:21]4[cH:22][cH:23][cH:24][cH:25][c:26]43)[n:13][c:14]2[CH2:15][CH3:16])[cH:4][cH:5][c:6]([Cl:8])[cH:7]1. Reactants: C1CCOC1, COC(=O)c1nc(NC(CO)Cc2ccccc2)c2ncn(C3C=CC(O)C3)c2n1, CCOC(C)=O, CCOC(=O)Cl, Cl, c1ccncc1. Yields the product CCOC(=O)OC1C=CC(n2cnc3c(NC(CO)Cc4ccccc4)nc(C(=O)OC)nc32)C1. As a reaction SMILES: [CH2:44]1[O:45][CH2:46][CH2:47][CH2:48]1.[CH3:1][O:2][C:3](=[O:4])[c:5]1[n:6][c:7]([NH:20][CH:21]([CH2:22][c:23]2[cH:24][cH:25][cH:26][cH:27][cH:28]2)[CH2:29][OH:30])[c:8]2[n:9][cH:10][n:11]([CH:14]3[CH:15]=[CH:16][CH:17]([OH:19])[CH2:18]3)[c:12]2[n:13]1.[CH3:49][CH2:50][O:51][C:52]([CH3:53])=[O:54].[Cl:37][C:38](=[O:39])[O:40][CH2:41][CH3:42].[ClH:43].[cH:31]1[cH:32][cH:33][n:34][cH:35][cH:36]1>>[CH3:1][O:2][C:3](=[O:4])[c:5]1[n:6][c:7]([NH:20][CH:21]([CH2:22][c:23]2[cH:24][cH:25][cH:26][cH:27][cH:28]2)[CH2:29][OH:30])[c:8]2[n:9][cH:10][n:11]([CH:14]3[CH:15]=[CH:16][CH:17]([O:19][C:38](=[O:39])[O:40][CH2:41][CH3:42])[CH2:18]3)[c:12]2[n:13]1. The reactants are C(C)(C)OB(OC(C)C)OC(C)C (Triisopropylborate), BrC1=C(C=C(C=C1)Cl)OCC1=CC=CC=C1 (1-bromo-4-chloro-2-[(phenylmethyl)oxy]benzene), C(CCC)[Li] (n-Butyl lithium), solution, hexanes. Solvent: O1CCCC1 (tetrahydrofuran). Conditions: temperature -70 celsius, time 1 hour. Product: ClC1=CC(=C(C=C1)B(O)O)OCC1=CC=CC=C1 ({4-Chloro-2-[(phenylmethyl)oxy]phenyl}boronic acid). As a reaction SMILES: Br[C:2]1[CH:7]=[CH:6][C:5]([Cl:8])=[CH:4][C:3]=1[O:9][CH2:10][C:11]1[CH:16]=[CH:15][CH:14]=[CH:13][CH:12]=1.C([Li])CCC.C([O:25][B:26](OC(C)C)[O:27]C(C)C)(C)C>O1CCCC1>[Cl:8][C:5]1[CH:6]=[CH:7][C:2]([B:26]([OH:27])[OH:25])=[C:3]([O:9][CH2:10][C:11]2[CH:16]=[CH:15][CH:14]=[CH:13][CH:12]=2)[CH:4]=1. Reported procedure: 1-bromo-4-chloro-2-[(phenylmethyl)oxy]benzene (2.976 g, 10 mmol) in dry tetrahydrofuran (40 ml) was cooled to −100° C. n-Butyl lithium, 1.6M solution in hexanes (6.9 ml, 11 mmol) was added dropwise over 10 min under nitrogen. The reaction mixture was then allowed to warm to −70° C. for 1 h. Triisopropylborate (5.514, 30 mmol) was added dropwise under nitrogen. The cooling bath was then removed and the reaction mixture was allowed to warm to room temperature before being quenched with 2N hydrochl... Starting materials: C(C)OC(C(CC1=CC2=C(OC=C2)C(=C1)CNC(=O)OC(C)(C)C)OC(C)C)=O (3-(7-[(t-butoxycarbonyl)amino]methylbenzo[b]furan-5-yl)-2-isopropoxypropionic acid ethyl ester). The reagents and catalysts are [C].[Pd] (palladium carbon). Solvent: C(C)O (ethanol), [H][H] (hydrogen). Yields the product C(C)OC(C(CC1=CC2=C(OCC2)C(=C1)CNC(=O)OC(C)(C)C)OC(C)C)=O (3-(7-[(t-butoxycarbonyl)amino]methyl-2,3-dihydrobenzo[b]furan-5-yl)-2-isopropoxypropionic acid ethyl ester). Yield: 92.6%. As a reaction SMILES: [CH2:1]([O:3][C:4](=[O:29])[CH:5]([O:25][CH:26]([CH3:28])[CH3:27])[CH2:6][C:7]1[CH:15]=[C:14]([CH2:16][NH:17][C:18]([O:20][C:21]([CH3:24])([CH3:23])[CH3:22])=[O:19])[C:10]2[O:11][CH:12]=[CH:13][C:9]=2[CH:8]=1)[CH3:2]>C(O)C.[H][H].[C].[Pd]>[CH2:1]([O:3][C:4](=[O:29])[CH:5]([O:25][CH:26]([CH3:28])[CH3:27])[CH2:6][C:7]1[CH:15]=[C:14]([CH2:16][NH:17][C:18]([O:20][C:21]([CH3:22])([CH3:23])[CH3:24])=[O:19])[C:10]2[O:11][CH2:12][CH2:13][C:9]=2[CH:8]=1)[CH3:2] |f:3.4|. Reported procedure: 29 mg of 3-(7-[(t-butoxycarbonyl)amino]methylbenzo[b]furan-5-yl)-2-isopropoxypropionic acid ethyl ester was dissolved in ethanol, and 30 mg of 10% palladium carbon was added, followed by stirring for 3 days at room temperature in hydrogen atmosphere. The reaction mixture was filtered through Celite, and the filtrate was concentrated, to give 27 mg of 3-(7-[(t-butoxycarbonyl)amino]methyl-2,3-dihydrobenzo[b]furan-5-yl)-2-isopropoxypropionic acid ethyl ester was obtained. The reactants are NC1=C(C(=O)O)C=CC=C1N (2,3-diaminobenzoic acid), C(=O)O (formic acid). Run in Cl (hydrochloric acid). Product: O1C=NC=2C1=CC=CC2C(=O)O (benzoxazole-4-carboxylic acid). Isolated yield 76.0%. Reaction SMILES: [NH2:1][C:2]1[C:10](N)=[CH:9][CH:8]=[CH:7][C:3]=1[C:4]([OH:6])=[O:5].[CH:12](O)=[O:13]>Cl>[O:13]1[C:10]2=[CH:9][CH:8]=[CH:7][C:3]([C:4]([OH:6])=[O:5])=[C:2]2[N:1]=[CH:12]1. Procedure details: A mixture of 2,3-diaminobenzoic acid (0.5 g, 3.29 mmol) and formic acid (405 μl, 9.87 mmol) in hydrochloric acid (4M, 10 ml) was heated under reflux for one hour. The precipitate which formed on cooling was collected, redissolved in boiling methanol, and decolorised with activated charcoal. Evaporation of the solvent gave benzoxazole-4-carboxylic acid as a white powder (407.9 mg, 77%) Found: C, 46.11; H, 3.63; N, 13.27. C8H6N2O2.HCl.0.5 H2O requires C, 46.28; H, 3.88; N, 13.49%; δH (d6-DMSO, 200... The reactants are CC(=O)O, CNC(C)COc1cccc2ncnc(Nc3ccc(O)c(Cl)c3)c12. The product is CC(=O)N(C)C(C)COc1cccc2ncnc(Nc3ccc(O)c(Cl)c3)c12. Reaction SMILES: [CH3:26][C:27]([OH:28])=[O:29].[Cl:1][c:2]1[c:3]([OH:25])[cH:4][cH:5][c:6]([NH:8][c:9]2[n:10][cH:11][n:12][c:13]3[cH:14][cH:15][cH:16][c:17]([O:19][CH2:20][CH:21]([CH3:22])[NH:23][CH3:24])[c:18]23)[cH:7]1>>[Cl:1][c:2]1[c:3]([OH:25])[cH:4][cH:5][c:6]([NH:8][c:9]2[n:10][cH:11][n:12][c:13]3[cH:14][cH:15][cH:16][c:17]([O:19][CH2:20][CH:21]([CH3:22])[N:23]([CH3:24])[C:27]([CH3:26])=[O:29])[c:18]23)[cH:7]1.